Dataset: the Open Reaction Database (ORD), a public repository of structured organic reaction records. Task: describe an organic reaction: reactants, conditions, products, and yield As a reaction SMILES: [C:1]([O:4][C@H:5]1[CH2:9][C@H:8]([N:10]2[CH:18]=[N:17][C:16]3[C:11]2=[N:12][CH:13]=[N:14][C:15]=3Br)[O:7][C@@H:6]1[CH2:20][O:21][Si:22]([C:25]([CH3:28])([CH3:27])[CH3:26])([CH3:24])[CH3:23])(=[O:3])[CH3:2].CCN(C(C)C)C(C)C.[C:38]1([C:44]#[CH:45])[CH:43]=[CH:42][CH:41]=[CH:40][CH:39]=1>CN(C=O)C.[Cu]I.Cl[Pd](Cl)([P](C1C=CC=CC=1)(C1C=CC=CC=1)C1C=CC=CC=1)[P](C1C=CC=CC=1)(C1C=CC=CC=1)C1C=CC=CC=1>[C:1]([O:4][C@H:5]1[CH2:9][C@H:8]([N:10]2[CH:18]=[N:17][C:16]3[C:11]2=[N:12][CH:13]=[N:14][C:15]=3[C:45]#[C:44][C:38]2[CH:43]=[CH:42][CH:41]=[CH:40][CH:39]=2)[O:7][C@@H:6]1[CH2:20][O:21][Si:22]([C:25]([CH3:28])([CH3:27])[CH3:26])([CH3:24])[CH3:23])(=[O:3])[CH3:2] |^1:55,74|. Procedure details: To a solution of (2R,3S,5R)-5-(6-bromo-9H-purin-9-yl)-2-({[tert-butyl(dimethyl)silyl]oxy}methyl)tetrahydrofuran-3-yl acetate (1.26 g, 2.67 mmol), CuI (0.102 g, 0.534 mmol), and Pd(PPh3)2Cl2 (0.187 g, 0.267 mmol) in DMF was added DIPEA (0.930 mL, 5.34 mmol) and phenylacetylene (1.17 mL, 10.69 mmol). The mixture was stirred at 75° C. for 1 hour then concentrated. The residue was dissolved in CH2Cl2 (70 mL) and washed with saturated aq EDTA.Na2 (3×50 mL). The combined organics were dried (Na2SO4) a... The reagents and catalysts are [Cu]I (CuI), Cl[Pd]([P](C1=CC=CC=C1)(C2=CC=CC=C2)C3=CC=CC=C3)([P](C4=CC=CC=C4)(C5=CC=CC=C5)C6=CC=CC=C6)Cl (Pd(PPh3)2Cl2). Conditions: temperature 75 celsius, time 1 hour. Run in CN(C)C=O (DMF). The product is C(C)(=O)O[C@@H]1[C@H](O[C@H](C1)N1C2=NC=NC(=C2N=C1)C#CC1=CC=CC=C1)CO[Si](C)(C)C(C)(C)C ((2R,3S,5R)-2-({[tert-butyl(dimethyl)silyl]oxy}methyl)-5-[6-(phenylethynyl)-9H-purin-9-yl]tetrahydrofuran-3-yl acetate). Isolated yield 91.2%. Starting materials: C(C)(=O)O[C@@H]1[C@H](O[C@H](C1)N1C2=NC=NC(=C2N=C1)Br)CO[Si](C)(C)C(C)(C)C ((2R,3S,5R)-5-(6-bromo-9H-purin-9-yl)-2-({[tert-butyl(dimethyl)silyl]oxy}methyl)tetrahydrofuran-3-yl acetate), CCN(C(C)C)C(C)C (DIPEA), C1(=CC=CC=C1)C#C (phenylacetylene). Starting materials: FC1=C(C=CC(=C1)C(=O)N1CCN(CC1)CC1=CC=C(C=C1)C(C(F)(F)F)(C(F)(F)F)O)NC(N[C@H]1CN(CC1)C(=O)OC(C)(C)C)=O ((R)-tert-butyl 3-(3-(2-fluoro-4-(4-(4-(1,1,1,3,3,3-hexafluoro-2-hydroxypropan-2-yl)benzyl)piperazine-1-carbonyl)phenyl)ureido)pyrrolidine-1-carboxylate), FC(C(=O)O)(F)F (trifluoroacetic acid). The solvent is ClCCl (dichloromethane). Run at time 5 hour. Yields the product FC1=C(C=CC(=C1)C(=O)N1CCN(CC1)CC1=CC=C(C=C1)C(C(F)(F)F)(C(F)(F)F)O)NC(=O)N[C@H]1CNCC1 ((R)-1-(2-Fluoro-4-(4-(4-(1,1,1,3,3,3-hexafluoro-2-hydroxypropan-2-yl)benzyl)piperazine-1-carbonyl)phenyl)-3-(pyrrolidin-3-yl)urea). Isolated yield 85.4%. As a reaction SMILES: [F:1][C:2]1[CH:7]=[C:6]([C:8]([N:10]2[CH2:15][CH2:14][N:13]([CH2:16][C:17]3[CH:22]=[CH:21][C:20]([C:23]([OH:32])([C:28]([F:31])([F:30])[F:29])[C:24]([F:27])([F:26])[F:25])=[CH:19][CH:18]=3)[CH2:12][CH2:11]2)=[O:9])[CH:5]=[CH:4][C:3]=1[NH:33][C:34](=[O:48])[NH:35][C@@H:36]1[CH2:40][CH2:39][N:38](C(OC(C)(C)C)=O)[CH2:37]1.FC(F)(F)C(O)=O>ClCCl>[F:1][C:2]1[CH:7]=[C:6]([C:8]([N:10]2[CH2:11][CH2:12][N:13]([CH2:16][C:17]3[CH:18]=[CH:19][C:20]([C:23]([OH:32])([C:24]([F:26])([F:27])[F:25])[C:28]([F:29])([F:30])[F:31])=[CH:21][CH:22]=3)[CH2:14][CH2:15]2)=[O:9])[CH:5]=[CH:4][C:3]=1[NH:33][C:34]([NH:35][C@@H:36]1[CH2:40][CH2:39][NH:38][CH2:37]1)=[O:48]. Procedure details: To a stirring solution of (R)-tert-butyl 3-(3-(2-fluoro-4-(4-(4-(1,1,1,3,3,3-hexafluoro-2-hydroxypropan-2-yl)benzyl)piperazine-1-carbonyl)phenyl)ureido)pyrrolidine-1-carboxylate (0.289 mmol, 200 mg) in dichloromethane (5 mL) was added trifluoroacetic acid (7.23 mmol, 824 mg) and the mixture allowed to stir at room temperature for 5 hours. The reaction mixture was purified by strong cation exchange column chromatography to afford the title compound (146 mg). MS (ESI) m/z 592.3 [M+H]+ Reactants: methyl cis-3,5-dihydroxy-5-(trimethylsilylethynyl)cyclohex-1-ene-1-carboxylate, C(C1=CC(=CC=C1)OC)(=O)O (m-anisic acid), [Li] (lithium). Solvent: N (ammonia). The product is O=C1CC=CC(C1)C(=O)O (5-oxocyclohex-2-ene-1-carboxylic acid). As a reaction SMILES: [C:1]([OH:11])(=[O:10])[C:2]1[CH:7]=[CH:6][CH:5]=[C:4]([O:8]C)[CH:3]=1.[Li]>N>[O:8]=[C:4]1[CH2:3][CH:2]([C:1]([OH:11])=[O:10])[CH:7]=[CH:6][CH2:5]1 |^1:11|. Procedure details: To synthesize methyl cis-3,5-dihydroxy-5-(trimethylsilylethynyl)cyclohex-1-ene-1-carboxylate, m-anisic acid is subjected to the Birch reduction with lithium in ammonia to produce 5-oxocyclohex-2-ene-1-carboxylic acid, followed by methylation of thus-produced cyclohex-2-ene-1-carboxylic acid to methyl 5-oxocyclohex-2-ene-1-carboxylate with diazomethane, trimethylsilyl-ethynylation of thus-produced cyclohex-2-ene-1-carboxylate with cerium dichloride trimethylsilylacetylene to produce methyl cis-5-... Starting materials: O (water), OC1=C2CCC(C2=CC=C1)=O (4-hydroxy-1-indanone), ClC1=NC=C(C=C1)[N+](=O)[O-] (2-chloro-5-nitropyridine), C([O-])([O-])=O.[K+].[K+] (potassium carbonate). The solvent is CN(C=O)C (N,N-dimethylformamide). Reaction conditions: time 17 hour. Yields the product [N+](=O)([O-])C=1C=CC(=NC1)OC1=C2CCC(C2=CC=C1)=O (4-[(5-nitro-2-pyridinyl)oxy]-1-indanone). Isolated yield 74.6%. RXN SMILES: [OH:1][C:2]1[CH:10]=[CH:9][CH:8]=[C:7]2[C:3]=1[CH2:4][CH2:5][C:6]2=[O:11].Cl[C:13]1[CH:18]=[CH:17][C:16]([N+:19]([O-:21])=[O:20])=[CH:15][N:14]=1.C(=O)([O-])[O-].[K+].[K+].O>CN(C)C=O>[N+:19]([C:16]1[CH:17]=[CH:18][C:13]([O:1][C:2]2[CH:10]=[CH:9][CH:8]=[C:7]3[C:3]=2[CH2:4][CH2:5][C:6]3=[O:11])=[N:14][CH:15]=1)([O-:21])=[O:20] |f:2.3.4|. Procedure details: 1.0 g of 4-hydroxy-1-indanone, 1.07 g of 2-chloro-5-nitropyridine and 5 g of anhydrous potassium carbonate were dissolved in 10 ml of N,N-dimethylformamide (DMF) and the mixture was stirred at room temperature for 17 hours. After the completion of the reaction, 50 ml of water was added to the reaction solution and the solution was extracted with ethyl acetate. After the organic (ethyl acetate) layer was washed with water and dried over anhydrous sodium sulfate, the solvent was distilled off. The... Starting materials: CNC(=O)CCOC(c1cccc(Cl)c1)C1CCCN(C(=O)OC(C)(C)C)C1, ClCCl, O=C(O)C(F)(F)F. The product is CNC(=O)CCOC(c1cccc(Cl)c1)C1CCCNC1. RXN SMILES: [Cl:1][c:2]1[cH:3][c:4]([CH:8]([CH:9]2[CH2:10][N:11]([C:15]([O:16][C:17]([CH3:18])([CH3:19])[CH3:20])=[O:21])[CH2:12][CH2:13][CH2:14]2)[O:22][CH2:23][CH2:24][C:25](=[O:26])[NH:27][CH3:28])[cH:5][cH:6][cH:7]1.[Cl:36][CH2:37][Cl:38].[F:29][C:30]([F:31])([F:32])[C:33]([OH:34])=[O:35]>>[Cl:1][c:2]1[cH:3][c:4]([CH:8]([CH:9]2[CH2:10][NH:11][CH2:12][CH2:13][CH2:14]2)[O:22][CH2:23][CH2:24][C:25](=[O:26])[NH:27][CH3:28])[cH:5][cH:6][cH:7]1.